This data is from the Open Reaction Database (ORD), a public repository of structured organic reaction records. The task is: describe an organic reaction: reactants, conditions, products, and yield Reactants: CN1C(C2=C(C(=C(C=C2CC1)OC)OC)OC)C1OC(=O)C2=C(C(=C(C(=C12)OCC)OCC)OCC)[N+](=O)[O-] (2-methyl-6,7,8-trimethoxy-1[4,5,6-triethoxy-7-nitro-3-phthalidyl]-1,2,3,4-tetrahydro-isoquinoline), [H][H] (Hydrogen). The reagents and catalysts are [Ni] (Raney nickel). Solvent: C(C)O (ethanol). The product is CN1C(C2=C(C(=C(C=C2CC1)OC)OC)OC)C1OC(=O)C2=C(C(=C(C(=C12)OCC)OCC)OCC)N (2-methyl-6,7,8-trimethoxy-1-(4,5,6-triethoxy-7-amino-3-phthalidyl)-1,2,3,4-tetrahydro-isoquinoline). Yield: 76.2%. RXN SMILES: [CH3:1][N:2]1[CH2:11][CH2:10][C:9]2[C:4](=[C:5]([O:16][CH3:17])[C:6]([O:14][CH3:15])=[C:7]([O:12][CH3:13])[CH:8]=2)[CH:3]1[CH:18]1[C:27]2[C:22](=[C:23]([N+:37]([O-])=O)[C:24]([O:34][CH2:35][CH3:36])=[C:25]([O:31][CH2:32][CH3:33])[C:26]=2[O:28][CH2:29][CH3:30])[C:20](=[O:21])[O:19]1.[H][H]>[Ni].C(O)C>[CH3:1][N:2]1[CH2:11][CH2:10][C:9]2[C:4](=[C:5]([O:16][CH3:17])[C:6]([O:14][CH3:15])=[C:7]([O:12][CH3:13])[CH:8]=2)[CH:3]1[CH:18]1[C:27]2[C:22](=[C:23]([NH2:37])[C:24]([O:34][CH2:35][CH3:36])=[C:25]([O:31][CH2:32][CH3:33])[C:26]=2[O:28][CH2:29][CH3:30])[C:20](=[O:21])[O:19]1. Reported procedure: 270 g of the nitro derivative (a) is added to 1.570 liters of ethanol and 21 g of Raney nickel in an autoclave. Hydrogen is added under a pressure of 10 atmospheres and the reactants are heated at a temperature of 65° while stirring. After 1 hour 45 minutes the theoretical volume of hydrogen has been absorbed. The solution is cooled and filtered. The ethanol is distilled in vacuo, the residue is dissolved in 0.6 l of methanol, 60 g of potassium hydroxide tablets are added, and the mixture is hea... Reactants: CCOC(=O)C(CC(C)C)c1cc(-c2ccc(C(F)(F)F)cc2)cc(C2CCNCC2)c1, CC(C)C=CC=O, ClCCCl. Yields the product CCOC(=O)C(CC(C)C)c1cc(-c2ccc(C(F)(F)F)cc2)cc(C2CCN(CC=CC(C)C)CC2)c1. As a reaction SMILES: [CH2:1]([CH3:2])[O:3][C:4]([CH:5]([CH2:6][CH:7]([CH3:8])[CH3:9])[c:10]1[cH:11][c:12](-[c:22]2[cH:23][cH:24][c:25]([C:28]([F:29])([F:30])[F:31])[cH:26][cH:27]2)[cH:13][c:14]([CH:16]2[CH2:17][CH2:18][NH:19][CH2:20][CH2:21]2)[cH:15]1)=[O:32].[CH3:33][CH:34]([CH:35]=[CH:36][CH:37]=[O:38])[CH3:39].[Cl:40][CH2:41][CH2:42][Cl:43]>>[CH2:1]([CH3:2])[O:3][C:4]([CH:5]([CH2:6][CH:7]([CH3:8])[CH3:9])[c:10]1[cH:11][c:12](-[c:22]2[cH:23][cH:24][c:25]([C:28]([F:29])([F:30])[F:31])[cH:26][cH:27]2)[cH:13][c:14]([CH:16]2[CH2:17][CH2:18][N:19]([CH2:37][CH:36]=[CH:35][CH:34]([CH3:33])[CH3:39])[CH2:20][CH2:21]2)[cH:15]1)=[O:32]. The reactants are BrC=1C=CC=2OCC(N(C2N1)CCN1CCC(CC1)NC(OC(C)(C)C)=O)=O (tert-Butyl {1-[2-(6-bromo-3-oxo-2,3-dihydro-4H-pyrido[3,2-b][1,4]oxazin-4-yl)ethyl]piperidin-4-yl}carbamate), BrC=1C=CC=2OCC(N(C2N1)CCN1CCC(CC1)NC(OC(C)(C)C)=O)=O (tert-Butyl {1-[2-(6-bromo-3-oxo-2,3-dihydro-4H-pyrido[3,2-b][1,4]oxazin-4-yl)ethyl]piperidin-4-yl}carbamate), NC1CCN(CC1)CCN1C(C=CC2=CC=C(C=C12)C#N)=O (1-[2-(4-Aminopiperidin-1-yl)ethyl]-2-oxo-1,2-dihydroquinoline-7-carbonitrile). Yields the product NC1CCN(CC1)CCN1C2=C(OCC1=O)C=CC(=N2)Br (4-[2-(4-Aminopiperidin-1-yl)ethyl]-6-bromo-2H-pyrido[3,2-b][1,4]oxazin-3(4H)-one). As a reaction SMILES: [Br:1][C:2]1[CH:3]=[CH:4][C:5]2[O:6][CH2:7][C:8](=[O:28])[N:9]([CH2:12][CH2:13][N:14]3[CH2:19][CH2:18][CH:17]([NH:20]C(=O)OC(C)(C)C)[CH2:16][CH2:15]3)[C:10]=2[N:11]=1.NC1CCN(CCN2C3C(=CC=C(C#N)C=3)C=CC2=O)CC1>>[NH2:20][CH:17]1[CH2:18][CH2:19][N:14]([CH2:13][CH2:12][N:9]2[C:8](=[O:28])[CH2:7][O:6][C:5]3[CH:4]=[CH:3][C:2]([Br:1])=[N:11][C:10]2=3)[CH2:15][CH2:16]1. Reported procedure: tert-Butyl {1-[2-(6-bromo-3-oxo-2,3-dihydro-4H-pyrido[3,2-b][1,4]oxazin-4-yl)ethyl]piperidin-4-yl}carbamate (Intermediate 80) was reacted as described for Intermediate 14. The crude trifluoro acetate of the title compound was used without further purification for the next step (quantitative yield). Starting materials: OCCCN1C=NCC1 (1-(3-hydroxypropyl)-4,5-dihydroimidazole), C(Br)(Br)(Br)Br (carbon tetrabromide), C1(=CC=CC=C1)P(C1=CC=CC=C1)C1=CC=CC=C1 (triphenylphosphine). The solvent is O1CCCC1 (tetrahydrofuran). Yields the product BrCCCN1C=NCC1 (1-(3-bromopropyl)-4,5-dihydroimidazole). Isolated yield 61.5%. As a reaction SMILES: O[CH2:2][CH2:3][CH2:4][N:5]1[CH2:9][CH2:8][N:7]=[CH:6]1.C(Br)(Br)(Br)[Br:11].C1(P(C2C=CC=CC=2)C2C=CC=CC=2)C=CC=CC=1>O1CCCC1>[Br:11][CH2:2][CH2:3][CH2:4][N:5]1[CH2:9][CH2:8][N:7]=[CH:6]1. Procedure: A solution of 1-(3-hydroxypropyl)-4,5-dihydroimidazole (1.0 g, 3.65 mmol) in tetrahydrofuran (15 ml) was reacted with carbon tetrabromide (1.43 g, 5.47 mmol) and triphenylphosphine (1.43 g, 5.47 mmol) at ambient temperature for 18 hours. Solvent evaporation in vacuo and purification by flash chromatography on silica gel, eluting with 10% methanol in dichloromethane, yielded 1-(3-bromopropyl)-4,5-dihydroimidazole (429 mg, 35% yield) as a white solid: